Dataset: the Open Reaction Database (ORD), a public repository of structured organic reaction records. Task: describe an organic reaction: reactants, conditions, products, and yield The reactants are C1CCOC1, CCOC(=O)CP(=O)(OCC)OCC, [H-], COC(=O)c1c(C(C)C)nc(N)c(C=O)c1-c1ccc(F)cc1, [Na+]. Yields the product CCOC(=O)C=Cc1c(N)nc(C(C)C)c(C(=O)OC)c1-c1ccc(F)cc1. Reaction SMILES: [CH2:40]1[O:41][CH2:42][CH2:43][CH2:44]1.[CH3:3][CH2:4][O:5][C:6](=[O:7])[CH2:8][P:9]([O:10][CH2:11][CH3:12])([O:13][CH2:14][CH3:15])=[O:16].[H-:2].[NH2:17][c:18]1[n:19][c:20]([CH:37]([CH3:38])[CH3:39])[c:21]([C:22](=[O:23])[O:24][CH3:25])[c:26](-[c:30]2[cH:31][cH:32][c:33]([F:36])[cH:34][cH:35]2)[c:27]1[CH:28]=[O:29].[Na+:1]>>[CH3:3][CH2:4][O:5][C:6](=[O:7])[CH:8]=[CH:28][c:27]1[c:18]([NH2:17])[n:19][c:20]([CH:37]([CH3:38])[CH3:39])[c:21]([C:22](=[O:23])[O:24][CH3:25])[c:26]1-[c:30]1[cH:31][cH:32][c:33]([F:36])[cH:34][cH:35]1. The reactants are C1(=CC=CC=C1)C(C1=CC=CC=C1)=NC1=CC=C(C=C1)C1CC(CCC1)CC(=O)OCC (ethyl (3-{4-[(diphenylmethylene)amino]phenyl}cyclohexyl)acetate), C1(=CC=CC=C1)C(C1=CC=CC=C1)=NC1=CC=C(C=C1)C1CC(CCC1)CC(=O)OCC (ethyl (3-{4-[(diphenylmethylene)amino]phenyl}cyclohexyl)acetate), BrC1=CC=C(C=C1)[C@H]1CC(CC1)=CC(=O)OCC (ethyl [(3R)-3-(4-bromophenyl)cyclopentylidene]acetate). Yields the product C1(=CC=CC=C1)C(C1=CC=CC=C1)=NC1=CC=C(C=C1)[C@H]1CC(CC1)=CC(=O)OCC (Ethyl ((3R)-3-{4-[(diphenylmethylene)amino]phenyl}cyclopentylidene)acetate). As a reaction SMILES: [C:1]1([C:7](=[N:14]C2C=CC(C3CCCC(CC(OCC)=O)C3)=CC=2)[C:8]2[CH:13]=[CH:12][CH:11]=[CH:10][CH:9]=2)[CH:6]=[CH:5][CH:4]=[CH:3][CH:2]=1.Br[C:34]1[CH:39]=[CH:38][C:37]([C@@H:40]2[CH2:44][CH2:43][C:42](=[CH:45][C:46]([O:48][CH2:49][CH3:50])=[O:47])[CH2:41]2)=[CH:36][CH:35]=1>>[C:1]1([C:7](=[N:14][C:34]2[CH:39]=[CH:38][C:37]([C@@H:40]3[CH2:44][CH2:43][C:42](=[CH:45][C:46]([O:48][CH2:49][CH3:50])=[O:47])[CH2:41]3)=[CH:36][CH:35]=2)[C:8]2[CH:9]=[CH:10][CH:11]=[CH:12][CH:13]=2)[CH:6]=[CH:5][CH:4]=[CH:3][CH:2]=1. Procedure: Following the procedure described for ethyl (3-{4-[(diphenylmethylene)amino]phenyl}cyclohexyl)acetate (Intermediate 89(iii)), replacing ethyl [3-(4-{[(trifluoromethyl)sulphonyl]oxy}phenyl)cyclohexyl]acetate with ethyl [(3R)-3-(4-bromophenyl)cyclopentylidene]acetate, the title compound was obtained; MS m/e MH+ 410. The reactants are C1(=CC=C(C=C1)C=O)C (4-tolualdehyde), N1=CC=C(C=C1)C (4-picoline). Yields the product CC1=CC=C(C=CC2=CC=NC=C2)C=C1 (4-(4-methylstyryl)pyridine). Reaction SMILES: [C:1]1([CH3:9])[CH:6]=[CH:5][C:4]([CH:7]=O)=[CH:3][CH:2]=1.[N:10]1[CH:15]=[CH:14][C:13]([CH3:16])=[CH:12][CH:11]=1>>[CH3:9][C:1]1[CH:6]=[CH:5][C:4]([CH:7]=[CH:16][C:13]2[CH:14]=[CH:15][N:10]=[CH:11][CH:12]=2)=[CH:3][CH:2]=1. Procedure: By the procedure described in Ex. 1 4-tolualdehyde (12.6 g) and 4-picoline (9.3 g) were reacted to obtain 4-(4-methylstyryl)pyridine. The product is CN1CCC(C2CCN(C(=O)C(Cc3ccncc3)NC(=O)c3ccc4cc[nH]c4c3)CC2)CC1. As a reaction SMILES: [ClH:1].[ClH:2].[ClH:3].[n:4]1[cH:5][cH:6][c:7]([CH2:10][CH:11]([NH2:12])[C:13](=[O:14])[N:15]2[CH2:16][CH2:17][CH:18]([CH:21]3[CH2:22][CH2:23][N:24]([CH3:27])[CH2:25][CH2:26]3)[CH2:19][CH2:20]2)[cH:8][cH:9]1.[nH:28]1[cH:29][cH:30][c:31]2[cH:32][cH:33][c:34]([C:37](=[O:38])[OH:39])[cH:35][c:36]12>>[n:4]1[cH:5][cH:6][c:7]([CH2:10][CH:11]([NH:12][C:37]([c:34]2[cH:33][cH:32][c:31]3[cH:30][cH:29][nH:28][c:36]3[cH:35]2)=[O:38])[C:13](=[O:14])[N:15]2[CH2:16][CH2:17][CH:18]([CH:21]3[CH2:22][CH2:23][N:24]([CH3:27])[CH2:25][CH2:26]3)[CH2:19][CH2:20]2)[cH:8][cH:9]1. Starting materials: Cl, Cl, Cl, CN1CCC(C2CCN(C(=O)C(N)Cc3ccncc3)CC2)CC1, O=C(O)c1ccc2cc[nH]c2c1. Reactants: NC(CNC1=CC(=C(C#N)C=C1)C(F)(F)F)(C)C (4-(2-Amino-2-methylpropylamino)-2-trifluoromethylbenzonitrile), FC1=CC=C(C=C1)N=C=O (4-fluorophenyl isocyanate). Solvent: ClCCl (dichloromethane). Conditions: time 1 hour. The product is C(#N)C1=C(C=C(NCC(C)(C)NC(=O)NC2=CC=C(C=C2)F)C=C1)C(F)(F)F (1-[2-(4-Cyano-3-trifluoromethylanilino)-1,1-dimethylethyl]-3-(4-fluorophenyl)urea). Reaction SMILES: [NH2:1][C:2]([CH3:18])([CH3:17])[CH2:3][NH:4][C:5]1[CH:12]=[CH:11][C:8]([C:9]#[N:10])=[C:7]([C:13]([F:16])([F:15])[F:14])[CH:6]=1.[F:19][C:20]1[CH:25]=[CH:24][C:23]([N:26]=[C:27]=[O:28])=[CH:22][CH:21]=1>ClCCl>[C:9]([C:8]1[CH:11]=[CH:12][C:5]([NH:4][CH2:3][C:2]([NH:1][C:27]([NH:26][C:23]2[CH:24]=[CH:25][C:20]([F:19])=[CH:21][CH:22]=2)=[O:28])([CH3:18])[CH3:17])=[CH:6][C:7]=1[C:13]([F:14])([F:15])[F:16])#[N:10]. Procedure details: 4-(2-Amino-2-methylpropylamino)-2-trifluoromethylbenzonitrile was dissolved in 60 ml of dichloromethane, 0.49 ml of 4-fluorophenyl isocyanate was added dropwise to the solution and then the mixture was stirred at room temperature for 1 hour. The thus precipitated crystals were collected by filtration, washed with dichloromethane and then dried to obtain 1.30 g of the title compound. The reactants are ClC=1C=C2C=C(NC2=CC1)CCCCC(C)C (5-chloro-2-(5-methyl-hexyl)-1H-indole), [OH-].[K+] (KOH), CC1CC(OC(C1)=O)=O (4-methyl-dihydro-pyran-2,6-dione). The solvent is CS(=O)C (DMSO). Reaction conditions: time 30 minute. Product: ClC=1C=C2C=C(N(C2=CC1)C(CC(CC(=O)O)C)=O)CCCCC(C)C (5-[5-Chloro-2-(5-methyl-hexyl)-indol-1-yl]-3-methyl-5-oxo-pentanoic acid). Reaction SMILES: [Cl:1][C:2]1[CH:3]=[C:4]2[C:8](=[CH:9][CH:10]=1)[NH:7][C:6]([CH2:11][CH2:12][CH2:13][CH2:14][CH:15]([CH3:17])[CH3:16])=[CH:5]2.[OH-].[K+].[CH3:20][CH:21]1[CH2:26][C:25](=[O:27])[O:24][C:23](=[O:28])[CH2:22]1>CS(C)=O>[Cl:1][C:2]1[CH:3]=[C:4]2[C:8](=[CH:9][CH:10]=1)[N:7]([C:25](=[O:27])[CH2:26][CH:21]([CH3:20])[CH2:22][C:23]([OH:28])=[O:24])[C:6]([CH2:11][CH2:12][CH2:13][CH2:14][CH:15]([CH3:17])[CH3:16])=[CH:5]2 |f:1.2|. Procedure details: To the solution of 5-chloro-2-(5-methyl-hexyl)-1H-indole in DMSO was added KOH at RT and was stirred for 30 minutes. Then to this mixture, 4-methyl-dihydro-pyran-2,6-dione was added and stirred for 3 hours. The reaction was quenched with saturated ammonium chloride solution and extracted with ethyl acetate. The product was purified by column chromatography. The reactants are COC1=C(C=C2C=CC=NC2=C1)[N+](=O)[O-] (7-methoxy-6-nitro-quinoline), [Cl-].[NH4+] (ammonium chloride). The reagents and catalysts are [Fe] (iron). Solvent: C(C)O (ethanol), CN(C=O)C (N,N-dimethylformamide). Yields the product COC1=C(C=C2C=CC=NC2=C1)N (7-methoxy-quinolin-6-ylamine). The yield is 84.9%. RXN SMILES: [CH3:1][O:2][C:3]1[CH:12]=[C:11]2[C:6]([CH:7]=[CH:8][CH:9]=[N:10]2)=[CH:5][C:4]=1[N+:13]([O-])=O.[Cl-].[NH4+]>C(O)C.CN(C)C=O.[Fe]>[CH3:1][O:2][C:3]1[CH:12]=[C:11]2[C:6]([CH:7]=[CH:8][CH:9]=[N:10]2)=[CH:5][C:4]=1[NH2:13] |f:1.2|. Procedure details: A mixture of 7-methoxy-6-nitro-quinoline (5 g, 24.0 mmol), iron powder (9.8 g, 172 mmol) and ammonium chloride (9.1 g, 172 mmol) in a mixture of ethanol and water (3/1, 160 mL) was heated at reflux overnight. The resulting mixture was filtered through a CELITE™ pad, the filtrate was evaporated under reduced pressure and the residue was partitioned between water and ethyl acetate. The organic layer was separated, dried over anhydrous sodium sulfate, filtered and evaporated under reduced pressure.... Reactants: BrCC(=O)C1=CC=C(C=C1)Br (2-bromo-1-(4-bromophenyl)ethanone), N1CCCC1 (pyrrolidine), N1CCOCC1 (morpholine). The product is BrC1=CC=C(C=C1)C(CN1CCOCC1)=O (1-(4-bromophenyl)-2-(4-morpholinyl)ethanone). RXN SMILES: Br[CH2:2][C:3]([C:5]1[CH:10]=[CH:9][C:8]([Br:11])=[CH:7][CH:6]=1)=[O:4].N1CCCC1.[NH:17]1[CH2:22][CH2:21][O:20][CH2:19][CH2:18]1>>[Br:11][C:8]1[CH:9]=[CH:10][C:5]([C:3](=[O:4])[CH2:2][N:17]2[CH2:22][CH2:21][O:20][CH2:19][CH2:18]2)=[CH:6][CH:7]=1. Procedure details: The title compound was prepared according to the procedure described in example 113, replacing 2-bromo-1-(3-bromophenyl)ethanone with 2-bromo-1-(4-bromophenyl)ethanone and pyrrolidine with morpholine. MS (ES) m/e 284 [M+H]+.